Dataset: the Open Reaction Database (ORD), a public repository of structured organic reaction records. Task: describe an organic reaction: reactants, conditions, products, and yield Reactants: CC#N, CS(=O)(=O)OCCc1ccc2c(c1)OCO2, [I-], [Na+], [Na+], [Na+], O=C([O-])[O-], OCC1CCCCN1. The product is OCC1CCCCN1CCc1ccc2c(c1)OCO2. Reaction SMILES: [CH3:33][C:34]#[N:35].[CH3:9][S:10]([O:11][CH2:14][CH2:15][c:16]1[cH:17][c:18]2[c:19]([cH:20][cH:21]1)[O:22][CH2:23][O:24]2)(=[O:12])=[O:13].[I-:32].[Na+:25].[Na+:26].[Na+:31].[O-:27][C:28](=[O:29])[O-:30].[OH:1][CH2:2][CH:3]1[NH:4][CH2:5][CH2:6][CH2:7][CH2:8]1>>[OH:1][CH2:2][CH:3]1[N:4]([CH2:14][CH2:15][c:16]2[cH:17][c:18]3[c:19]([cH:20][cH:21]2)[O:22][CH2:23][O:24]3)[CH2:5][CH2:6][CH2:7][CH2:8]1. Reactants: N#CC1(c2ccc(Br)cc2)CCC1, CS(C)=O, [K+], [K+], O=C([O-])[O-], O, OO. The product is NC(=O)C1(c2ccc(Br)cc2)CCC1. Reaction SMILES: [Br:3][c:4]1[cH:5][cH:6][c:7]([C:10]2([C:14]#[N:15])[CH2:11][CH2:12][CH2:13]2)[cH:8][cH:9]1.[CH3:23][S:24]([CH3:25])=[O:26].[K+:16].[K+:17].[O-:18][C:19]([O-:20])=[O:21].[OH2:22].[OH:1][OH:2]>>[Br:3][c:4]1[cH:5][cH:6][c:7]([C:10]2([C:14]([NH2:15])=[O:18])[CH2:11][CH2:12][CH2:13]2)[cH:8][cH:9]1. The reactants are ClC1=CC=C(CNC(=O)C=2C=NC3=CC(=CC=C3C2O)I)C=C1 (N-(4-chlorobenzyl)-4-hydroxy-7-iodo-3-quinolinecarboxamide), 39, C(CC#C)O (3-butyn-1-ol), PdCl2 (PPh3)2. Run in CN(C)C=O (DMF). Product: ClC1=CC=C(CNC(=O)C=2C=NC3=CC(=CC=C3C2O)CCCCO)C=C1 (N-(4-Chlorobenzyl)-4-hydroxy-7-(4-hydroxybutyl)-3-quinolinecarboxamide). The yield is 74.0%. As a reaction SMILES: [Cl:1][C:2]1[CH:23]=[CH:22][C:5]([CH2:6][NH:7][C:8]([C:10]2[CH:11]=[N:12][C:13]3[C:18]([C:19]=2[OH:20])=[CH:17][CH:16]=[C:15](I)[CH:14]=3)=[O:9])=[CH:4][CH:3]=1.[CH2:24]([OH:28])[CH2:25][C:26]#[CH:27]>CN(C=O)C>[Cl:1][C:2]1[CH:23]=[CH:22][C:5]([CH2:6][NH:7][C:8]([C:10]2[CH:11]=[N:12][C:13]3[C:18]([C:19]=2[OH:20])=[CH:17][CH:16]=[C:15]([CH2:27][CH2:26][CH2:25][CH2:24][OH:28])[CH:14]=3)=[O:9])=[CH:4][CH:3]=1. Procedure: A solution of N-(4-chlorobenzyl)-4-hydroxy-7-iodo-3-quinolinecarboxamide from Example No. 39 (0.646 g), 3-butyn-1-ol (0.16 mL), PdCl2 (PPh3)2 (26.0 mg), and 0.93 mL DMF was heated at 90° C. for 1 hr. The reaction mixture was cooled to room temperature and partitioned between EtOAc and H2O. An orange solid precipitated from the organic layer and was filtered and collected to obtain pure product as indicated by NMR. The aqueous layer was washed with EtOAc (3×). The combined organic layers were dri...